The task is: describe an organic reaction: reactants, conditions, products, and yield. This data is from the Open Reaction Database (ORD), a public repository of structured organic reaction records. RXN SMILES: [C:29]([O-:30])(=[O:31])[O-:32].[CH3:39][OH:40].[CH:1]1([CH2:4][c:5]2[c:6]3[n:7]([cH:8][cH:9][n:10]2)[c:11](-[c:21]2[n:22][c:23]([S:27][CH3:28])[n:24][cH:25][cH:26]2)[c:12](-[c:14]2[cH:15][cH:16][c:17]([F:20])[cH:18][cH:19]2)[n:13]3)[CH2:2][CH2:3]1.[Cl:36][CH2:37][Cl:38].[Na+:33].[Na+:34].[OH2:35]>>[CH:1]1([CH2:4][c:5]2[c:6]3[n:7]([cH:8][cH:9][n:10]2)[c:11](-[c:21]2[n:22][c:23]([S:27]([CH3:28])(=[O:30])=[O:35])[n:24][cH:25][cH:26]2)[c:12](-[c:14]2[cH:15][cH:16][c:17]([F:20])[cH:18][cH:19]2)[n:13]3)[CH2:2][CH2:3]1. The product is CS(=O)(=O)c1nccc(-c2c(-c3ccc(F)cc3)nc3c(CC4CC4)nccn23)n1. The reactants are O=C([O-])[O-], CO, CSc1nccc(-c2c(-c3ccc(F)cc3)nc3c(CC4CC4)nccn23)n1, ClCCl, [Na+], [Na+], O. Isolated yield 54.0%. Procedure details: A solution of 162 mg of (2E,6E)-(RS)-10-(allyl-methyl-amino)-1-(4-bromo-phenyl)-3,7-dimethyl-deca-2,6-dien-1-ol (Ex. 57.2) in 6 ml of methylene chloride is treated in succession with 28 mg of sodium carbonate and 730 mg of manganese(IV) oxide. After stirring for 2 hrs. the mixture is filtered, concentrated and the residue is dissolved in ethanol with 28 mg of fumaric acid, evaporated and precipitated with ethyl acetate/ether. There are obtained 87 mg of (2E,6E)-10-(allyl-methyl-amino)-1-(4-bromo... Reaction SMILES: [CH2:1]([N:4]([CH3:25])[CH2:5][CH2:6][CH2:7]/[C:8](/[CH3:24])=[CH:9]/[CH2:10][CH2:11]/[C:12](/[CH3:23])=[CH:13]/[CH:14]([C:16]1[CH:21]=[CH:20][C:19]([Br:22])=[CH:18][CH:17]=1)[OH:15])[CH:2]=[CH2:3].C(=O)([O-])[O-].[Na+].[Na+]>C(Cl)Cl.[O-2].[Mn+4].[O-2]>[CH2:1]([N:4]([CH3:25])[CH2:5][CH2:6][CH2:7]/[C:8](/[CH3:24])=[CH:9]/[CH2:10][CH2:11]/[C:12](/[CH3:23])=[CH:13]/[C:14]([C:16]1[CH:21]=[CH:20][C:19]([Br:22])=[CH:18][CH:17]=1)=[O:15])[CH:2]=[CH2:3] |f:1.2.3,5.6.7|. The reactants are C(C=C)N(CCC/C(=C/CC/C(=C/C(O)C1=CC=C(C=C1)Br)/C)/C)C ((2E,6E)-(RS)-10-(allyl-methyl-amino)-1-(4-bromo-phenyl)-3,7-dimethyl-deca-2,6-dien-1-ol), C([O-])([O-])=O.[Na+].[Na+] (sodium carbonate). Yields the product C(C=C)N(CCC/C(=C/CC/C(=C/C(=O)C1=CC=C(C=C1)Br)/C)/C)C ((2E,6E)-10-(allyl-methyl-amino)-1-(4-bromo-phenyl)-3,7-dimethyl-deca-2,6-dien-1-one). Reagents/catalysts: [O-2].[Mn+4].[O-2] (manganese(IV) oxide). Run at time 2 hour. Run in C(Cl)Cl (methylene chloride). Starting materials: C(C)(C)(C)OC(=O)N1CC(C1)O (3-hydroxyazetidine-1-carboxylic acid tert-butyl ester), [H-].[Na+] (NaH), BrC=1C(=NC(=NC1)Cl)Cl (5-bromo-2,4-dichloropyrimidine). Solvent: C1CCOC1 (THF), C1CCOC1 (THF). Conditions: time 2 hour. Yields the product BrC=1C(=NC(=NC1)Cl)OC1CN(C1)C(=O)OC(C)(C)C (tert-butyl 3-(5-bromo-2-chloropyrimidin-4-yloxy)azetidine-1-carboxylate). Yield: 63.7%. RXN SMILES: [C:1]([O:5][C:6]([N:8]1[CH2:11][CH:10]([OH:12])[CH2:9]1)=[O:7])([CH3:4])([CH3:3])[CH3:2].[H-].[Na+].[Br:15][C:16]1[C:17](Cl)=[N:18][C:19]([Cl:22])=[N:20][CH:21]=1>C1COCC1>[Br:15][C:16]1[C:17]([O:12][CH:10]2[CH2:11][N:8]([C:6]([O:5][C:1]([CH3:4])([CH3:2])[CH3:3])=[O:7])[CH2:9]2)=[N:18][C:19]([Cl:22])=[N:20][CH:21]=1 |f:1.2|. Procedure: To a solution of 3-hydroxyazetidine-1-carboxylic acid tert-butyl ester (2.5 g, 14.43 mmol) in anhydrous THF (65 mL) was added NaH (55 w/w % in mineral oil, 381 mg, 15.9 mmol) under N2 atmosphere at 0 to 5° C. The mixture was allowed to warm to room temperature and stirred for 2 hr. Then, this reaction mixture was cooled to −5 to 0° C., and was added slowly to a solution of 5-bromo-2,4-dichloropyrimidine (3.28 g, 14.43 mmol) in anhydrous THF (28 mL) at −5 to 0° C. The mixture was stirred at −5 to... Reactants: O (H2O), [F-].[Cs+] (CsF), ClC=1C=C(C=CC1)OC (3-chloroanisole), C1(=CC=CC=C1)B(O)O (C6H5B(OH)2). The reagents and catalysts are P(C(C)(C)C)(C(C)(C)C)Cl ((Me3C)2P—Cl), CC(=O)[O-].CC(=O)[O-].[Pd+2] (Pd(OAc)2). The solvent is O1CCOCC1 (1,4-dioxane). Product: C1(=CC=CC=C1)C=1C=C(C=CC1)OC (3-phenylanisole). Isolated yield 80.6%. Reaction SMILES: O.Cl[C:3]1[CH:4]=[C:5]([O:9][CH3:10])[CH:6]=[CH:7][CH:8]=1.[C:11]1(B(O)O)[CH:16]=[CH:15][CH:14]=[CH:13][CH:12]=1.[F-].[Cs+]>O1CCOCC1.CC([O-])=O.CC([O-])=O.[Pd+2].P(Cl)(C(C)(C)C)C(C)(C)C>[C:11]1([C:3]2[CH:4]=[C:5]([O:9][CH3:10])[CH:6]=[CH:7][CH:8]=2)[CH:16]=[CH:15][CH:14]=[CH:13][CH:12]=1 |f:3.4,6.7.8|. Procedure details: The procedure from Example above was followed using 110 mg (0.609 mmol) of (Me3C)2P—Cl, 67 mg (0.299 mmol) of Pd(OAc)2, 60 mg (3.3 mmol) of H2O, and 3-chloroanisole (1.43 g, 10.0 mm), C6H5B(OH)2 (1.83 g, 15.0 mm) and CsF (4.56 mg, 30.0 mmol) in 15 mL of 1,4-dioxane. After the mixture was refluxed for 42 h, the reaction mixture was then cooled to room temperature, quenched with 50 mL of H2O, and extracted with 300 mL of diethyl ether. The organic extracts were washed with H2O (2×50 mL), brine (50... Starting materials: FC1=C(C=CC(=C1)F)C1(OC1C)CN1N=CN=C1 (2-(2,4-difluorophenyl)-3-methyl-2-(1H-1,2,4-triazol-1-yl)methyloxirane), O.O.O.O.O.O.[Cl-] (chloride hexahydrate), C[Si](C)(C)C#N (trimethylsilyl cyanide), resultant mixture, [Cl-].[NH4+] (ammonium chloride), resultant mixture, C(CCC)[Li] (n-butyllithium), resultant mixture. The solvent is O1CCCC1 (tetrahydrofuran), O1CCCC1 (tetrahydrofuran). Run at temperature -78 celsius, time 5 minute. Yields the product FC1=C(C=CC(=C1)F)[C@]([C@H](C#N)C)(CN1N=CN=C1)O ((2S,3R)-3-(2,4-difluorophenyl)-3-hydroxy-2-methyl-4-(1H-1,2,4-triazol-1-yl)butyronitrile). Reaction SMILES: [OH2:1].O.O.O.O.O.[Cl-].[CH2:8]([Li])CCC.C[Si](C#N)(C)C.[F:19][C:20]1[CH:25]=[C:24]([F:26])[CH:23]=[CH:22][C:21]=1[C:27]1([CH2:31][N:32]2[CH:36]=[N:35][CH:34]=[N:33]2)[CH:29]([CH3:30])O1.[Cl-].[NH4+:38]>O1CCCC1>[F:19][C:20]1[CH:25]=[C:24]([F:26])[CH:23]=[CH:22][C:21]=1[C@@:27]([OH:1])([CH2:31][N:32]1[CH:36]=[N:35][CH:34]=[N:33]1)[C@@H:29]([CH3:8])[C:30]#[N:38] |f:0.1.2.3.4.5.6,10.11|. Procedure details: Ytteribium chloride hexahydrate in an amount of 388 mg (1 mmol) was left over for 6 hours at 120° C. under reduced pressure. This compound was suspended in 10 ml of tetrahydrofuran in a nitrogen atmosphere, and the suspension was chilled to -78° C. To this suspension, 1.9 ml of n-butyllithium (1.63M hexane solution) were added dropwise, and the resultant mixture was stirred for 5 minutes at room temperature and then chilled to -78° C. To this mixture, 0.8 ml of trimethylsilyl cyanide was gently ... The reactants are Grignard reagent, CC(C=O)=CCC (2-methyl-2-pentenal), [Mg] (magnesium), BrC(CC)CC (3-bromopentane). The solvent is CCOCC (ether), CCOCC (ether). Yields the product CC(=CCC)C(C(CC)CC)O (4-methyl-6-ethyl-3-octen-5-ol). Reaction SMILES: [Mg].Br[CH:3]([CH2:6][CH3:7])[CH2:4][CH3:5].[CH3:8][C:9](=[CH:12][CH2:13][CH3:14])[CH:10]=[O:11]>CCOCC>[CH3:8][C:9]([CH:10]([OH:11])[CH:3]([CH2:6][CH3:7])[CH2:4][CH3:5])=[CH:12][CH2:13][CH3:14]. Reported procedure: A Grignard reagent, prepared by reacting 29.4 g (1.21 g atoms) of magnesium in 200 ml of ether and 183 g (1.21 mol) of 3-bromopentane in 400 ml of ether, is reacted with 98.0 g (1.0 mol) of 2-methyl-2-pentenal in a manner analogous to Example 5. Fractional distillation of the crude product (159.3 g) over a 20 cm Widmer column gives 95.5 g (56.2%) of olfactorily good 4-methyl-6-ethyl-3-octen-5-ol of melting point 92°-93° C./12 mm Hg. Starting materials: FC(C=1C=C(C=CC1)NN)(F)F (3-(trifluoromethyl)phenylhydrazine), C(=O)(C(F)(F)F)O (TFA), CN(C=CC(=O)C1=NN(C=C(C1=O)OC)C1=C(C=C(C=C1)N1N=CC=C1)OC)C (3-[3-(dimethylamino)prop-2-enoyl]-5-methoxy-1-[2-methoxy-4-(1H-pyrazol-1-yl)phenyl]pyridazin-4(1H)-one). Solvent: C(C)O (ethanol), C(C)O (ethanol). Conditions: time 3 hour. Yields the product COC=1C(C(=NN(C1)C1=C(C=C(C=C1)N1N=CC=C1)OC)C1=CC=NN1C1=CC(=CC=C1)C(F)(F)F)=O (5-methoxy-1-[2-methoxy-4-(1H-pyrazol-1-yl)phenyl]-3-{1-[3-(trifluoromethyl)phenyl]-1H-pyrazol-5-yl}pyridazin-4(1H)-one). Reaction SMILES: CN(C)[CH:3]=[CH:4][C:5]([C:7]1[C:12](=[O:13])[C:11]([O:14][CH3:15])=[CH:10][N:9]([C:16]2[CH:21]=[CH:20][C:19]([N:22]3[CH:26]=[CH:25][CH:24]=[N:23]3)=[CH:18][C:17]=2[O:27][CH3:28])[N:8]=1)=O.[F:30][C:31]([F:41])([F:40])[C:32]1[CH:33]=[C:34]([NH:38][NH2:39])[CH:35]=[CH:36][CH:37]=1.C(O)(C(F)(F)F)=O>C(O)C>[CH3:15][O:14][C:11]1[C:12](=[O:13])[C:7]([C:5]2[N:38]([C:34]3[CH:35]=[CH:36][CH:37]=[C:32]([C:31]([F:40])([F:41])[F:30])[CH:33]=3)[N:39]=[CH:3][CH:4]=2)=[N:8][N:9]([C:16]2[CH:21]=[CH:20][C:19]([N:22]3[CH:26]=[CH:25][CH:24]=[N:23]3)=[CH:18][C:17]=2[O:27][CH3:28])[CH:10]=1. Procedure details: To a suspension of 3-[3-(dimethylamino)prop-2-enoyl]-5-methoxy-1-[2-methoxy-4-(1H-pyrazol-1-yl)phenyl]pyridazin-4(1H)-one (136 mg) in ethanol (1.5 mL) was added dropwise a solution of 3-(trifluoromethyl)phenylhydrazine (0.049 mL) and TFA (0.15 mL) in ethanol (1.5 mL), and the mixture was stirred at room temperature for 3 hr. The reaction mixture was concentrated under reduced pressure, and the residue was purified by silica gel column chromatography (NH, ethyl acetate), and recrystallized from e... Reactants: C(C)(=O)OC1=CC=C(CSC2=C(C=CC=3CCN(CCC32)C(=O)OC(C)(C)C)Cl)C=C1 (6-(4-acetoxybenzylthio)-3-tert-butoxycarbonyl-7-chloro-2,3,4,5-tetrahydro-1H-benzo[d]azepine), C1(CCCCCC1)O (cycloheptanol). The product is Cl.ClC1=C(C2=C(CCNCC2)C=C1)SCC1=CC=C(C=C1)OC1CCCCCC1 (7-Chloro-6-(4-cycloheptyloxybenzylthio)-2,3,4,5-tetrahydro-1H-benzo[d]azepine Hydrochloride). As a reaction SMILES: [C:1]([O:4][C:5]1[CH:31]=[CH:30][C:8]([CH2:9][S:10][C:11]2[C:21]3[CH2:20][CH2:19][N:18](C(OC(C)(C)C)=O)[CH2:17][CH2:16][C:15]=3[CH:14]=[CH:13][C:12]=2[Cl:29])=[CH:7][CH:6]=1)(=O)[CH3:2].[CH:32]1(O)[CH2:38][CH2:37]CC[CH2:34][CH2:33]1>>[ClH:29].[Cl:29][C:12]1[CH:13]=[CH:14][C:15]2[CH2:16][CH2:17][NH:18][CH2:19][CH2:20][C:21]=2[C:11]=1[S:10][CH2:9][C:8]1[CH:30]=[CH:31][C:5]([O:4][CH:1]2[CH2:2][CH2:37][CH2:38][CH2:32][CH2:33][CH2:34]2)=[CH:6][CH:7]=1 |f:2.3|. Procedure details: Use a method similar to the Example 423 to react 6-(4-acetoxybenzylthio)-3-tert-butoxycarbonyl-7-chloro-2,3,4,5-tetrahydro-1H-benzo[d]azepine with cycloheptanol. Use a method similar to the General Procedure 1-4 to give the title compound as a white solid. MS (ES+) m/z: 416 (M+H)+. Reactants: O=C([O-])[O-], CB1OB(C)OB(C)O1, CCOC(=O)c1nn(-c2ncccc2Cl)cc1C=O, [K+], [K+], C1COCCO1, O, [Pd], c1ccc(P(c2ccccc2)c2ccccc2)cc1. The product is CCOC(=O)c1nn(-c2ncccc2C)cc1C=O. RXN SMILES: [C:29](=[O:30])([O-:31])[O-:32].[CH3:20][B:21]1[O:22][B:23]([CH3:24])[O:25][B:26]([CH3:27])[O:28]1.[Cl:1][c:2]1[c:3](-[n:8]2[n:9][c:10]([C:15](=[O:16])[O:17][CH2:18][CH3:19])[c:11]([CH:13]=[O:14])[cH:12]2)[n:4][cH:5][cH:6][cH:7]1.[K+:33].[K+:34].[O:35]1[CH2:36][CH2:37][O:38][CH2:39][CH2:40]1.[OH2:41].[Pd:61].[c:42]1([P:43]([c:44]2[cH:45][cH:46][cH:47][cH:48][cH:49]2)[c:50]2[cH:51][cH:52][cH:53][cH:54][cH:55]2)[cH:56][cH:57][cH:58][cH:59][cH:60]1>>[c:2]1([CH3:20])[c:3](-[n:8]2[n:9][c:10]([C:15](=[O:16])[O:17][CH2:18][CH3:19])[c:11]([CH:13]=[O:14])[cH:12]2)[n:4][cH:5][cH:6][cH:7]1.